Task: describe an organic reaction: reactants, conditions, products, and yield. Dataset: the Open Reaction Database (ORD), a public repository of structured organic reaction records Reactants: NC1=C(C=C(C=C1)S(=O)CC1=CC=CC=C1)[N+](=O)[O-] (1-amino-2-nitro-4-benzylsulfinylbenzene), CO (methanol), ferrous sulfate. The reagents and catalysts are [Fe] (iron). Solvent: O (water). The product is NC1=C(C=C(C=C1)S(=O)CC1=CC=CC=C1)N (1,2-diamino-4-benzylsulfinylbenzene). Reaction SMILES: [NH2:1][C:2]1[CH:7]=[CH:6][C:5]([S:8]([CH2:10][C:11]2[CH:16]=[CH:15][CH:14]=[CH:13][CH:12]=2)=[O:9])=[CH:4][C:3]=1[N+:17]([O-])=O.CO>[Fe].O>[NH2:1][C:2]1[CH:7]=[CH:6][C:5]([S:8]([CH2:10][C:11]2[CH:16]=[CH:15][CH:14]=[CH:13][CH:12]=2)=[O:9])=[CH:4][C:3]=1[NH2:17]. Reported procedure: 1.8 G. 1-amino-2-nitro-4-benzylsulfinylbenzene is treated in 120 ml. methanol and 30 ml. water with 1.8 g. iron powder and 0.9 g. ferrous sulfate at reflux for four hours, filtered and the filtrate concentrated under vacuum. The residue is extracted into chloroform and isolated by evaporation. The residue is recrystallized from methylene chloride-benzene giving 1,2-diamino-4-benzylsulfinylbenzene.